From a dataset of the Open Reaction Database (ORD), a public repository of structured organic reaction records. describe an organic reaction: reactants, conditions, products, and yield The reactants are ClC1=CC=C(C=C1)C1=NC=2N(C(=C1)CCC)N=CC2C(=O)O (5-(4-chloro-phenyl)-7-propyl-pyrazolo[1,5-a]pyrimidine-3-carboxylic acid), NC=1C=C(C=CC1)S(=O)(=O)N (3-amino-benzenesulfonamide). Product: S(N)(=O)(=O)C=1C=C(C=CC1)NC(=O)C=1C=NN2C1N=C(C=C2CCC)C2=CC=C(C=C2)Cl (5-(4-Chloro-phenyl)-7-propyl-pyrazolo[1,5-a]pyrimidine-3-carboxylic acid(3-sulfamoyl-phenyl)-amide). RXN SMILES: [Cl:1][C:2]1[CH:7]=[CH:6][C:5]([C:8]2[CH:13]=[C:12]([CH2:14][CH2:15][CH3:16])[N:11]3[N:17]=[CH:18][C:19]([C:20](O)=[O:21])=[C:10]3[N:9]=2)=[CH:4][CH:3]=1.[NH2:23][C:24]1[CH:25]=[C:26]([S:30]([NH2:33])(=[O:32])=[O:31])[CH:27]=[CH:28][CH:29]=1>>[S:30]([C:26]1[CH:25]=[C:24]([NH:23][C:20]([C:19]2[CH:18]=[N:17][N:11]3[C:12]([CH2:14][CH2:15][CH3:16])=[CH:13][C:8]([C:5]4[CH:6]=[CH:7][C:2]([Cl:1])=[CH:3][CH:4]=4)=[N:9][C:10]=23)=[O:21])[CH:29]=[CH:28][CH:27]=1)(=[O:31])(=[O:32])[NH2:33]. Procedure: The title compound was prepared from 5-(4-chloro-phenyl)-7-propyl-pyrazolo[1,5-a]pyrimidine-3-carboxylic acid (example C.27) and 3-amino-benzenesulfonamide according to general procedure II. Pale-yellow solid. MS (ISP) 470.5 [(M+H)+]; mp 252-254° C. The reactants are CS(=O)(=O)C(CCCCCCC(=O)O)CC#C[C@H](CCCCC)O (8-methylsulfonyl-12(S)-hydroxy-10-heptadecynoic acid), CS(=O)(=O)C(CCCCCCC(=O)O)CC#C[C@@H](CCCCC)O (8-methylsulfonyl-12(R)-hydroxy-10-heptadecynoic acid). Product: CS(=O)(=O)C(CCCCCCC(=O)O)CCC[C@@H](CCCCC)O (8-methylsulfonyl-12(R)-hydroxyheptadecanoic acid). As a reaction SMILES: [CH3:1][S:2]([CH:5]([CH2:15][C:16]#[C:17][C@@H:18]([OH:24])[CH2:19][CH2:20][CH2:21][CH2:22][CH3:23])[CH2:6][CH2:7][CH2:8][CH2:9][CH2:10][CH2:11][C:12]([OH:14])=[O:13])(=[O:4])=[O:3].CS(C(CC#C[C@H](O)CCCCC)CCCCCCC(O)=O)(=O)=O>>[CH3:1][S:2]([CH:5]([CH2:15][CH2:16][CH2:17][C@H:18]([OH:24])[CH2:19][CH2:20][CH2:21][CH2:22][CH3:23])[CH2:6][CH2:7][CH2:8][CH2:9][CH2:10][CH2:11][C:12]([OH:14])=[O:13])(=[O:3])=[O:4]. Reported procedure: The synthesis of this compound is carried out by the procedure described in Example 15 except that the 8-methylsulfonyl-12(S)-hydroxy-10-heptadecynoic acid is replaced by an equivalent quantity of 8-methylsulfonyl-12(R)-hydroxy-10-heptadecynoic acid.